Dataset: the Open Reaction Database (ORD), a public repository of structured organic reaction records. Task: describe an organic reaction: reactants, conditions, products, and yield As a reaction SMILES: [CH:1]12[CH:2]([NH:8][C:9](=[S:10])[NH:11][NH2:12])[CH2:3][CH:4]([CH:5]=[CH:6]1)[CH2:7]2.[n:13]1[cH:14][c:15]([CH:19]=[O:20])[cH:16][cH:17][cH:18]1>>[CH:1]12[CH:2]([NH:8][C:9](=[S:10])[NH:11][N:12]=[CH:19][c:15]3[cH:14][n:13][cH:18][cH:17][cH:16]3)[CH2:3][CH:4]([CH:5]=[CH:6]1)[CH2:7]2. The reactants are NNC(=S)NC1CC2C=CC1C2, O=Cc1cccnc1. The product is S=C(NN=Cc1cccnc1)NC1CC2C=CC1C2. Starting materials: [N-]=[N+]=[N-].[Na+] (Sodium azide), S(=O)(=O)(C1=CC=C(C)C=C1)OCCOCCOCCOCCOS(=O)(=O)C1=CC=C(C)C=C1 (tetraethylene glycol ditosylate). The product is C1(=CC=C(C=C1)S(=O)(=O)OCCOCCOCCOCCN=[N+]=[N-])C (11-azido-3,6,9-trioxa-undecanyl p-toluenesulfonate). The yield is 19.0%. Reaction SMILES: [N-:1]=[N+:2]=[N-:3].[Na+].[S:5]([O:15][CH2:16][CH2:17][O:18][CH2:19][CH2:20][O:21][CH2:22][CH2:23][O:24][CH2:25][CH2:26]OS(C1C=CC(C)=CC=1)(=O)=O)([C:8]1[CH:14]=[CH:13][C:11]([CH3:12])=[CH:10][CH:9]=1)(=[O:7])=[O:6]>>[C:11]1([CH3:12])[CH:10]=[CH:9][C:8]([S:5]([O:15][CH2:16][CH2:17][O:18][CH2:19][CH2:20][O:21][CH2:22][CH2:23][O:24][CH2:25][CH2:26][N:1]=[N+:2]=[N-:3])(=[O:6])=[O:7])=[CH:14][CH:13]=1 |f:0.1|. Reported procedure: Sodium azide and tetraethylene glycol ditosylate were reacted according Example 7 p to yield 0.7 g (19%) of 8 as a colorless oil. 1H NMR (400 MHz, CDCl3): δ 2.44 (s, 3H), 3.38 (t, J=5.2 Hz, 2H), 3.55-3.70 (m, 12H), 4.16 (t, J=5.2 Hz, 2H), 7.34 (d, J=8.4 Hz, 2H), 7.78 (d, J=8.4 Hz, 2H); 13C NMR (100.6 MHz, CDCl3): δ 21.6, 50.7, 68.7, 68.8, 69.2, 70.0, 70.6-70.7, 127.9, 129.8, 133.1, 144.7 MS ESI (m/z): [M+H]+ calcd. for C15H24O6N3S, 374.2. found 374.2 Starting materials: ClC1=C(C=NC=2N1N=CC2C(=O)OCC)C(=O)OC (Methyl 7-chloro-3-ethoxycarbonylpyrazolo[1,5-a]pyrimidine-6-carboxylate), FC=1C=C(N)C=CC1C (3-fluoro-4-methylaniline). The product is C(C)OC(=O)C=1C=NN2C1N=CC(=C2NC2=CC(=C(C=C2)C)F)C(=O)OC (Methyl 3-ethoxycarbonyl-7-(3-fluoro-4-methylphenylamino)pyrazolo[1,5-a]pyrimidine-6-carboxylate). The yield is 93.0%. Reaction SMILES: Cl[C:2]1[N:7]2[N:8]=[CH:9][C:10]([C:11]([O:13][CH2:14][CH3:15])=[O:12])=[C:6]2[N:5]=[CH:4][C:3]=1[C:16]([O:18][CH3:19])=[O:17].[F:20][C:21]1[CH:22]=[C:23]([CH:25]=[CH:26][C:27]=1[CH3:28])[NH2:24]>>[CH2:14]([O:13][C:11]([C:10]1[CH:9]=[N:8][N:7]2[C:2]([NH:24][C:23]3[CH:25]=[CH:26][C:27]([CH3:28])=[C:21]([F:20])[CH:22]=3)=[C:3]([C:16]([O:18][CH3:19])=[O:17])[CH:4]=[N:5][C:6]=12)=[O:12])[CH3:15]. Procedure details: In the same manner as in Example 1, step 4 and using methyl 7-chloro-3-ethoxycarbonylpyrazolo[1,5-a]pyrimidine-6-carboxylate (3.00 g, 10.6 mmol) obtained in Example 21, step 2 and 3-fluoro-4-methylaniline (1.43 ml, 12.7 mmol), the title compound (3.67 g, 94%) was obtained. Reactants: BrCC1=NC=CC=C1[N+](=O)[O-] (2-bromomethyl-3-nitropyridine), FC1=CC=C(N)C=C1 (4-fluoroaniline). Solvent: C(C)O (ethanol). Conditions: temperature 40 celsius, time 2 hour. Yields the product FC1=CC=C(C=C1)NCC1=NC=CC=C1[N+](=O)[O-] ((4-fluorophenyl)-(3-nitropyridin-2-ylmethyl)-amine). Isolated yield 115.2%. As a reaction SMILES: Br[CH2:2][C:3]1[C:8]([N+:9]([O-:11])=[O:10])=[CH:7][CH:6]=[CH:5][N:4]=1.[F:12][C:13]1[CH:19]=[CH:18][C:16]([NH2:17])=[CH:15][CH:14]=1>C(O)C>[F:12][C:13]1[CH:19]=[CH:18][C:16]([NH:17][CH2:2][C:3]2[C:8]([N+:9]([O-:11])=[O:10])=[CH:7][CH:6]=[CH:5][N:4]=2)=[CH:15][CH:14]=1. Procedure details: A solution of 2-bromomethyl-3-nitropyridine (2 g, 9.13 mmol) prepared in Step 2 of Preparation 1 and 4-fluoroaniline (0.87 ml, 9.13 mmol) in ethanol (15 ml) was stirred for 2 hours at 40° C. The reaction mixture was concentrated under reduced pressure to give 2.6 g of the titled compound as a brown solid. The product was used in the subsequent step without further purification. Starting materials: C1(CCC2=CC=CC=C12)=O (indanone), [Li+].CC(C)[N-]C(C)C (LDA), C(C)(C)NC(C)C (diisopropylamine), C(CCC)[Li] (n-butyl lithium), C(#N)C(=O)OC (methyl cyanoformate). Solvent: C1CCOC1 (THF), hexanes, C1CCOC1 (THF). Conditions: temperature -78 celsius, time 15 minute. Yields the product CC1C(C2=CC=CC=C2C1)=O (2-methyl-1-indanone), CC1(C(C2=CC=CC=C2C1)=O)C(=O)OC (methyl 2-methyl-1-oxo-2,3-dihydro-1H-indene-2-carboxylate). As a reaction SMILES: [CH:1](NC(C)C)(C)C.[CH2:8]([Li])CCC.[Li+].CC([N-]C(C)C)C.[C:21]1(=[O:30])[C:29]2[C:24](=[CH:25][CH:26]=[CH:27][CH:28]=2)[CH2:23][CH2:22]1.[C:31]([C:33]([O:35][CH3:36])=[O:34])#N>C1COCC1>[CH3:1][CH:22]1[CH2:23][C:24]2[C:29](=[CH:28][CH:27]=[CH:26][CH:25]=2)[C:21]1=[O:30].[CH3:8][C:31]1([C:33]([O:35][CH3:36])=[O:34])[CH2:23][C:24]2[C:29](=[CH:28][CH:27]=[CH:26][CH:25]=2)[C:21]1=[O:30] |f:2.3|. Procedure details: To a solution of diisopropylamine (2.06 mL, 14.6 mmol) in THF (14 mL) at 0° C. was a solution of n-butyl lithium (5.55 mL of a 2.5 M in solution in hexanes; 14.6 mmol), dropwise over 15 min. Meanwhile, a solution of 2-methyl-1-indanone (2.03 g, 13.9 mmol) in THF (10 mL) was prepared and cooled to −78° C. under N2. After 30 minutes the above solution of LDA was cooled to −78° C. and added to the above solution of indanone, dropwise over 15 min via double-ended needle. The mixture was stirred 30 m... Reactants: O=C([O-])[O-], CCOCCOc1nc(N)c2nc(OC)[nH]c2n1, CS(=O)(=O)OCC1CCOCC1, CN(C)C=O, CCOC(C)=O, O=C(O)C(F)(F)F, [K+], [K+]. Product: CCOCCOc1nc(N)c2nc(OC)n(CC3CCOCC3)c2n1. Reaction SMILES: [C:26](=[O:27])([O-:28])[O-:29].[CH2:8]([CH3:9])[O:10][CH2:11][CH2:12][O:13][c:14]1[n:15][c:16]([NH2:25])[c:17]2[n:18][c:19]([O:23][CH3:24])[nH:20][c:21]2[n:22]1.[CH3:32][S:33]([O:34][CH2:37][CH:38]1[CH2:39][CH2:40][O:41][CH2:42][CH2:43]1)(=[O:35])=[O:36].[CH3:44][N:45]([CH3:46])[CH:47]=[O:48].[CH3:49][CH2:50][O:51][C:52](=[O:53])[CH3:54].[F:1][C:2]([F:3])([F:4])[C:5]([OH:6])=[O:7].[K+:30].[K+:31]>>[CH2:8]([CH3:9])[O:10][CH2:11][CH2:12][O:13][c:14]1[n:15][c:16]([NH2:25])[c:17]2[n:18][c:19]([O:23][CH3:24])[n:20]([CH2:37][CH:38]3[CH2:39][CH2:40][O:41][CH2:42][CH2:43]3)[c:21]2[n:22]1. The reactants are CCO, CCOC(=O)c1cnc(SC)nc1NC(C)C, [Na+], [OH-], O. The product is CSc1ncc(C(=O)O)c(NC(C)C)n1. RXN SMILES: [CH3:20][CH2:21][OH:22].[CH:1]([CH3:2])([CH3:3])[NH:4][c:5]1[n:6][c:7]([S:16][CH3:17])[n:8][cH:9][c:10]1[C:11](=[O:12])[O:13][CH2:14][CH3:15].[Na+:19].[OH-:18].[OH2:23]>>[CH:1]([CH3:2])([CH3:3])[NH:4][c:5]1[n:6][c:7]([S:16][CH3:17])[n:8][cH:9][c:10]1[C:11](=[O:12])[OH:13].